Dataset: the Open Reaction Database (ORD), a public repository of structured organic reaction records. Task: describe an organic reaction: reactants, conditions, products, and yield Reactants: O=S(=O)(Cl)Cc1ccccc1, Cl, CCC(C)C(N)C(=O)O, [Na+], C1COCCO1, [OH-]. Yields the product CCC(C)C(NS(=O)(=O)Cc1ccccc1)C(=O)O. RXN SMILES: [CH2:10]([c:11]1[cH:12][cH:13][cH:14][cH:15][cH:16]1)[S:17](=[O:18])(=[O:19])[Cl:20].[ClH:21].[NH2:1][CH:2]([CH:3]([CH3:4])[CH2:5][CH3:6])[C:7](=[O:8])[OH:9].[Na+:29].[O:22]1[CH2:23][CH2:24][O:25][CH2:26][CH2:27]1.[OH-:28]>>[NH:1]([CH:2]([CH:3]([CH3:4])[CH2:5][CH3:6])[C:7](=[O:8])[OH:9])[S:17]([CH2:10][c:11]1[cH:12][cH:13][cH:14][cH:15][cH:16]1)(=[O:18])=[O:19]. RXN SMILES: [C:9](=[O:10])([OH:11])[O-:12].[Cl:14][c:15]1[cH:16][c:17]2[c:22]([c:23]([Cl:25])[cH:24]1)[CH2:21][N:20]([CH3:26])[CH2:19][CH:18]2[c:27]1[cH:28][c:29]([S:33](=[O:34])(=[O:35])[Cl:36])[cH:30][cH:31][cH:32]1.[ClH:37].[NH2:1][CH2:2][CH2:3][CH2:4][S:5](=[O:6])(=[O:7])[OH:8].[Na+:13].[O:39]1[CH2:40][CH2:41][CH2:42][CH2:43]1.[OH2:38]>>[NH:1]([CH2:2][CH2:3][CH2:4][S:5](=[O:6])(=[O:7])[OH:8])[S:33]([c:29]1[cH:28][c:27]([CH:18]2[c:17]3[cH:16][c:15]([Cl:14])[cH:24][c:23]([Cl:25])[c:22]3[CH2:21][N:20]([CH3:26])[CH2:19]2)[cH:32][cH:31][cH:30]1)(=[O:34])=[O:35]. The product is CN1Cc2c(Cl)cc(Cl)cc2C(c2cccc(S(=O)(=O)NCCCS(=O)(=O)O)c2)C1. Reactants: O=C([O-])O, CN1Cc2c(Cl)cc(Cl)cc2C(c2cccc(S(=O)(=O)Cl)c2)C1, Cl, NCCCS(=O)(=O)O, [Na+], C1CCOC1, O. Reactants: II (iodine), C(C)(C)(C)OC(=O)N[C@@H](CC(=O)OC(C)(C)C)CI (tert-Butyl(3S)-3-(tert-butoxycarbonylamino)-4-iodo-butanoate), II (I2), C[Si](C)(C)Cl (TMSCl), tris(benzylideneacetone)dipalladium, C1(=C(C=CC=C1)P(C1=C(C=CC=C1)C)C1=C(C=CC=C1)C)C (tris(o-tolyl)phosphine), IC=1C=C(C=CC1C)O (3-iodo-4-methyl-phenol), C[Si](C)(C)Cl (trimethyl silylchloride), C(C)(C)(C)OC(=O)N[C@@H](CC(=O)OC(C)(C)C)CI (tert-Butyl(3S)-3-(tert-butoxycarbonylamino)-4-iodo-butanoate). Reagents/catalysts: [Zn] (zinc), [Zn] (zinc), [Zn] (zinc). Solvent: CN(C=O)C (N,N-dimethylformamide). Yields the product C(C)(C)(C)OC(=O)N[C@@H](CC(=O)OC(C)(C)C)CC1=C(C=CC(=C1)O)C (tert-Butyl(3R)-3-(tert-butoxycarbonylamino)-4-(5-hydroxy-2-methyl-phenyl)-butanoate). As a reaction SMILES: II.C[Si](Cl)(C)C.[C:8]([O:12][C:13]([NH:15][C@H:16]([CH2:25]I)[CH2:17][C:18]([O:20][C:21]([CH3:24])([CH3:23])[CH3:22])=[O:19])=[O:14])([CH3:11])([CH3:10])[CH3:9].I[C:28]1[CH:29]=[C:30]([OH:35])[CH:31]=[CH:32][C:33]=1[CH3:34].C1(C)C=CC=CC=1P(C1C=CC=CC=1C)C1C=CC=CC=1C>CN(C)C=O.[Zn]>[C:8]([O:12][C:13]([NH:15][C@H:16]([CH2:25][C:32]1[CH:31]=[C:30]([OH:35])[CH:29]=[CH:28][C:33]=1[CH3:34])[CH2:17][C:18]([O:20][C:21]([CH3:24])([CH3:23])[CH3:22])=[O:19])=[O:14])([CH3:11])([CH3:10])[CH3:9]. Procedure details: Following the General Procedure of Description 15 (Part A), zinc dust (Zn) (392 mg, 6.0 mmol) is activated with elemental iodine (I2) (38 mg, 0.15 mmol, 15 mol-%) and trimethyl silylchloride (MeSiCl, TMSCl) (19 μL, 16 mg, 0.15 mmol, 15 mol-%) in degassed anhydrous N,N-dimethylformamide (DMF) (3 mL). The zinc insertion product is prepared from tert-butyl(3S)-3-(tert-butoxycarbonylamino)-4-iodo-butanoate (6c) (385 mg, 1.0 mmol) in the presence of additional I2 (38 mg, 0.15 mmol, 15 mol-%) and TMSC... Reactants: CC1=CC=C(C=C1)S(=O)(=O)OC[C@@H]1[C@H](C[C@H](C)O1)O (2,5-Anhydro-1,3-dideoxy-D-ribo-hexitol 6-(4-Methylbenzenesulfonate)), CN(C=O)C (N,N-dimethylformamide), [N-]=[N+]=[N-].[Na+] (sodium azide). The solvent is C(C)OCC (diethyl ether). Product: N(=[N+]=[N-])C[C@@H]1[C@H](C[C@H](C)O1)O (2,5-Anhydro-6-azido-1,3,6-trideoxy-D-ribo-hexitol). Yield: 77.4%. RXN SMILES: CC1C=CC(S(O[CH2:12][C@H:13]2[O:18][C@@H:16]([CH3:17])[CH2:15][C@@H:14]2[OH:19])(=O)=O)=CC=1.CN(C)C=O.[N-:25]=[N+:26]=[N-:27].[Na+]>C(OCC)C>[N:25]([CH2:12][C@H:13]1[O:18][C@@H:16]([CH3:17])[CH2:15][C@@H:14]1[OH:19])=[N+:26]=[N-:27] |f:2.3|. Procedure: A mixture, under argon, of 0.560 g of product from Example 337, 2 ml of N,N-dimethylformamide and 0.250 g of sodium azide is stirred at 75° C. for 12 hours. The reaction mixture is diluted with diethyl ether, washed with water and saturated sodium chloride, dried and concentrated in vacuo to give 0.238 g of the desired product. Reactants: O=C1OC2(CN3CCC2CC3)CN1c1cc(Br)co1, CCCC[Sn](CCCC)(CCCC)c1ccncc1. The product is O=C1OC2(CN3CCC2CC3)CN1c1cc(-c2ccncc2)co1. RXN SMILES: [Br:1][c:2]1[cH:3][c:4]([N:7]2[C:8](=[O:19])[O:9][C:10]3([CH2:11][N:12]4[CH2:13][CH2:14][CH:15]3[CH2:16][CH2:17]4)[CH2:18]2)[o:5][cH:6]1.[CH2:20]([Sn:21]([CH2:22][CH2:23][CH2:24][CH3:31])([c:25]1[cH:26][cH:27][n:28][cH:29][cH:30]1)[CH2:32][CH2:33][CH2:34][CH3:35])[CH2:36][CH2:37][CH3:38]>>[c:2]1(-[c:25]2[cH:26][cH:27][n:28][cH:29][cH:30]2)[cH:3][c:4]([N:7]2[C:8](=[O:19])[O:9][C:10]3([CH2:11][N:12]4[CH2:13][CH2:14][CH:15]3[CH2:16][CH2:17]4)[CH2:18]2)[o:5][cH:6]1.